From a dataset of the Open Reaction Database (ORD), a public repository of structured organic reaction records. describe an organic reaction: reactants, conditions, products, and yield Reactants: CN(S(=O)(=O)C)C=1C=C2N(CC1)C(NS2(=O)=O)=O (7-(N-Methyl-N-methylsulfonyl-amino)-1,1,3-trioxo-1,2,4-thiadiazolo[4,5-a]pyridine), NC1=NC(=CC(=N1)OC)OC (2-amino-4,6-dimethoxypyrimidine). The solvent is ClCCl (dichloromethane). The product is COC1=NC(=NC(=C1)OC)NC(NS(=O)(=O)C1=NC=CC=C1N(S(=O)(=O)C)C)=O (3-(4,6-Dimethoxypyrimidin-2-yl)-1-[3-(N-methyl-N-methylsulfonyl-amino)-2-pyridylsulfonyl]-urea). As a reaction SMILES: CN([C:7]1[CH:8]=[C:9]2[S:15](=[O:17])(=[O:16])[NH:14][C:13](=[O:18])[N:10]2[CH2:11][CH:12]=1)S(C)(=O)=O.[NH2:19][C:20]1[N:25]=[C:24]([O:26][CH3:27])[CH:23]=[C:22]([O:28][CH3:29])[N:21]=1>ClCCl>[CH3:27][O:26][C:24]1[CH:23]=[C:22]([O:28][CH3:29])[N:21]=[C:20]([NH:19][C:13](=[O:18])[NH:14][S:15]([C:9]2[C:8]([N:14]([CH3:13])[S:15]([CH3:9])(=[O:17])=[O:16])=[CH:7][CH:12]=[CH:11][N:10]=2)(=[O:16])=[O:17])[N:25]=1. Procedure: 2.9 g (10 mmol) of the compound (II-1) (Example 1) and 1.55 g (10 mmol) of 2-amino-4,6-dimethoxypyrimidine are combined in 30 ml of dichloromethane and refluxed for 8 hours. After the solvent has been removed in vacuo, 4.45 g (100% of theory) of 3-(4,6-dimethoxypyrimidin-2-yl)-1-[3-(N-methyl-N-methylsulfonylamino)-2-pyridylsulfonyl]-urea of m.p. 168°-173° C. (decomp.) are obtained in a purity of approx. 90%. The reactants are CSc1ccc(C(=O)c2c(C)cc3n2CCC3C(=O)O)n1C, CS(C)=O, CCCCCC, ClC(Cl)Cl, O=C(OO)c1cccc(Cl)c1. Product: Cc1cc2n(c1C(=O)c1ccc(S(C)=O)n1C)CCC2C(=O)O. As a reaction SMILES: [CH3:1][n:2]1[c:3]([C:9](=[O:10])[c:11]2[c:12]([CH3:22])[cH:13][c:14]3[n:15]2[CH2:16][CH2:17][CH:18]3[C:19](=[O:20])[OH:21])[cH:4][cH:5][c:6]1[S:7][CH3:8].[CH3:23][S:24](=[O:25])[CH3:26].[CH3:38][CH2:39][CH2:40][CH2:41][CH2:42][CH3:43].[CH:44]([Cl:45])([Cl:46])[Cl:47].[Cl:27][c:28]1[cH:29][cH:30][cH:31][c:32]([C:33]([O:34][OH:35])=[O:36])[cH:37]1>>[CH3:1][n:2]1[c:3]([C:9](=[O:10])[c:11]2[c:12]([CH3:22])[cH:13][c:14]3[n:15]2[CH2:16][CH2:17][CH:18]3[C:19](=[O:20])[OH:21])[cH:4][cH:5][c:6]1[S:7]([CH3:8])=[O:25]. Starting materials: CCOC(=O)/N=N/C(=O)OCC (DEAD), CC1=NOC(=C1CO)C ((3,5-Dimethylisoxazol-4-yl)methanol), OC1=CC=C(C=C1)C[C@@H](C(=O)OC)NC=1SC=C(N1)C1=CC=CC=C1 (methyl(2S)-3-(4-hydroxyphenyl)-2-[(4-phenyl-1,3-thiazol-2-yl)amino]propionate), C1(=CC=CC=C1)P(C1=CC=CC=C1)C1=CC=CC=C1 (triphenylphosphine). The solvent is O1CCCC1 (tetrahydrofuran). Procedure details: (3,5-Dimethylisoxazol-4-yl)methanol (0.28 g, 1.5 mmol), methyl(2S)-3-(4-hydroxyphenyl)-2-[(4-phenyl-1,3-thiazol-2-yl)amino]propionate from Step A (0.35 g, 1 mmol) and triphenylphosphine (0.79 g, 3 mmol) were dissolved in tetrahydrofuran (THF). After cooling the reaction mixture to 5° C., DEAD (0.52 g, 3 mmol) was added. The reaction was then stirred at room temperature for 18–24 h. THF was evaporated to obtain crude methyl(2S)-3-{4-[(3,5-dimethylisoxazol-4-yl)methoxy]phenyl}-2-[(4-phenyl-1,3-thi... Conditions: temperature 5 celsius. As a reaction SMILES: [CH3:1][C:2]1[C:6]([CH2:7][OH:8])=[C:5]([CH3:9])[O:4][N:3]=1.O[C:11]1[CH:16]=[CH:15][C:14]([CH2:17][C@H:18]([NH:23][C:24]2[S:25][CH:26]=[C:27]([C:29]3[CH:34]=[CH:33][CH:32]=[CH:31][CH:30]=3)[N:28]=2)[C:19]([O:21][CH3:22])=[O:20])=[CH:13][CH:12]=1.C1(P(C2C=CC=CC=2)C2C=CC=CC=2)C=CC=CC=1.CCOC(/N=N/C(OCC)=O)=O>O1CCCC1>[CH3:1][C:2]1[C:6]([CH2:7][O:8][C:11]2[CH:12]=[CH:13][C:14]([CH2:17][C@H:18]([NH:23][C:24]3[S:25][CH:26]=[C:27]([C:29]4[CH:34]=[CH:33][CH:32]=[CH:31][CH:30]=4)[N:28]=3)[C:19]([O:21][CH3:22])=[O:20])=[CH:15][CH:16]=2)=[C:5]([CH3:9])[O:4][N:3]=1. Product: CC1=NOC(=C1COC1=CC=C(C=C1)C[C@@H](C(=O)OC)NC=1SC=C(N1)C1=CC=CC=C1)C (methyl(2S)-3-{4-[(3,5-dimethylisoxazol-4-yl)methoxy]phenyl}-2-[(4-phenyl-1,3-thiazol-2-yl)amino]propionate). As a reaction SMILES: [Br:19][c:20]1[c:21]([CH2:22][Br:23])[c:24]([Br:30])[cH:25][c:26]([O:28][CH3:29])[cH:27]1.[C:11]([CH3:12])(=[O:13])[O:14][C:15]([CH3:16])([CH3:17])[CH3:18].[CH2:31]1[O:32][CH2:33][CH2:34][CH2:35]1.[CH3:1][SiH:2]([CH3:3])[N:4]([CH3:5])[Si:6]([CH3:7])([CH3:8])[CH3:9].[Cl:36][C:37]([Cl:38])([Cl:39])[Cl:40].[Li:10]>>[C:11]([CH2:12][CH2:22][c:21]1[c:20]([Br:19])[cH:27][c:26]([O:28][CH3:29])[cH:25][c:24]1[Br:30])(=[O:13])[O:14][C:15]([CH3:16])([CH3:17])[CH3:18]. Product: COc1cc(Br)c(CCC(=O)OC(C)(C)C)c(Br)c1. Starting materials: COc1cc(Br)c(CBr)c(Br)c1, CC(=O)OC(C)(C)C, C1CCOC1, CN([SiH](C)C)[Si](C)(C)C, ClC(Cl)(Cl)Cl, [Li]. The reactants are CC1(OC2=C(C1)C(=C(C(=C2)C)C)C)C (2,3-dihydro-2,2,4,5,6-pentamethylbenzofuran), titanium chloride(IV), COC(Cl)Cl (α,α-dichloromethyl methyl ether). The solvent is ClCCl (dichloromethane). Run at time 1 hour. Product: CC1(OC2=C(C1)C(=C(C(=C2C=O)C)C)C)C (2,3-dihydro-2,2,4,5,6-pentamethylbenzofuran-7-carboxaldehyde). Reaction SMILES: [CH3:1][C:2]1([CH3:14])[CH2:6][C:5]2[C:7]([CH3:13])=[C:8]([CH3:12])[C:9]([CH3:11])=[CH:10][C:4]=2[O:3]1.[CH3:15][O:16]C(Cl)Cl>ClCCl>[CH3:1][C:2]1([CH3:14])[CH2:6][C:5]2[C:7]([CH3:13])=[C:8]([CH3:12])[C:9]([CH3:11])=[C:10]([CH:15]=[O:16])[C:4]=2[O:3]1. Reported procedure: To a solution of 22 g of the 2,3-dihydro-2,2,4,5,6-pentamethylbenzofuran in 150 ml of absolute dichloromethane was added 12.8 ml of titanium chloride(IV) and 15.8 ml of a α,α-dichloromethyl methyl ether at 0° C. With stirring at room temperature for 1 hour, the reaction mixture was quenched with 300 ml of water and the aqueous layer was extracted with dichloromethane. The combined organic extracts were dried over anhydrous magnesium sulfate, filtered and concentrated under reduced pressure to af... Starting materials: IC1=C(C=CC=C1)O (2-iodophenol), C(C)(C)(C)O[K] (tBuOK), C(C)(C)(C)O[K] (tBuOK), [N+](=O)([O-])C1=CC2=C(OC3=C2C=CC=C3)C(=C1)[N+](=O)[O-] (2,4-dinitrodibenzofuran), N1=CC=CC=C1 (pyridine). The reagents and catalysts are [Cu]I (CuI). The solvent is C(OC)COC (dimethoxyethane), C(OC)COC (dimethoxyethane). Run at time 10 minute. Yields the product [N+](=O)([O-])C1=CC=CC=2OC3=C(C21)C=CC=C3 (1-nitrodibenzo[b,d]furan). Isolated yield 101.6%. Reaction SMILES: [C:1]([O:5][K])([CH3:4])([CH3:3])C.N1C=CC=CC=1.I[C:14]1[CH:19]=[CH:18][CH:17]=[CH:16][C:15]=1O.[N+:21]([C:24]1C=C([N+]([O-])=O)C2OC3C=CC=CC=3[C:26]=2[CH:25]=1)([O-:23])=[O:22]>C(COC)OC.[Cu]I>[N+:21]([C:24]1[C:4]2[C:15]3[CH:16]=[CH:17][CH:18]=[CH:19][C:14]=3[O:5][C:1]=2[CH:3]=[CH:26][CH:25]=1)([O-:23])=[O:22]. Procedure details: In a flame dried 3-neck flask, CuI (10.3 g, 54.3 mmol) and tBuOK (6.7 g, 60 mmol) were stirred in 120 mL dimethoxyethane for 1 h. To the stirred solution was added 280 mL pyridine and the solution turn purplish. In a separate flask 2-iodophenol (24.1 g, 109 mmol) and tBuOK (12.9 g, 115 mmol) were dissolved in 60 mL dimethoxyethane and transferred to the reaction flask. Solid 2,4-dinitrodibenzofuran (16 g, 95 mmol) was then immediately added to the reaction flask and stirred for 10 minutes. React... Starting materials: C(C)OC(C(CC1=C(C=C(C=C1)O)OCC)OCC)=O ([rac]-2-ethoxy-3-(2-ethoxy-4-hydroxy-phenyl)-propionic acid ethyl ester), O=P(Cl)(Cl)Cl (POCl3), C([O-])([O-])=O.[K+].[K+] (potassium carbonate), C(C)(C)(C)C1=CC=C(C=C1)C=1OC(=C(N1)CCl)C (2-(4-tert-butyl-phenyl)-4-chloromethyl-5-methyl-oxazole), C(C)(C)(C)C1=CC=C(C=O)C=C1 (4-tert-butyl-benzaldehyde). Solvent: CN(C=O)C (N,N-dimethylformamide). Product: C(C)OC(C(CC1=C(C=C(C=C1)OCC=1N=C(OC1C)C1=CC=C(C=C1)C(C)(C)C)OCC)OCC)=O ([rac]-3-{4-[2-(4-tert-butyl-phenyl)-5-methyl-oxazol-4-ylmethoxy]-2-ethoxy-phenyl}-2-ethoxy-propionic acid ethyl ester). Reaction SMILES: [CH2:1]([O:3][C:4](=[O:20])[CH:5]([O:17][CH2:18][CH3:19])[CH2:6][C:7]1[CH:12]=[CH:11][C:10]([OH:13])=[CH:9][C:8]=1[O:14][CH2:15][CH3:16])[CH3:2].[C:21]([C:25]1[CH:30]=[CH:29][C:28]([C:31]2[O:32][C:33]([CH3:38])=[C:34]([CH2:36]Cl)[N:35]=2)=[CH:27][CH:26]=1)([CH3:24])([CH3:23])[CH3:22].C(C1C=CC(C=O)=CC=1)(C)(C)C.O=P(Cl)(Cl)Cl.C(=O)([O-])[O-].[K+].[K+]>CN(C)C=O>[CH2:1]([O:3][C:4](=[O:20])[CH:5]([O:17][CH2:18][CH3:19])[CH2:6][C:7]1[CH:12]=[CH:11][C:10]([O:13][CH2:36][C:34]2[N:35]=[C:31]([C:28]3[CH:27]=[CH:26][C:25]([C:21]([CH3:24])([CH3:23])[CH3:22])=[CH:30][CH:29]=3)[O:32][C:33]=2[CH3:38])=[CH:9][C:8]=1[O:14][CH2:15][CH3:16])[CH3:2] |f:4.5.6|. Procedure: In analogy to the procedure described in example 1 f], [rac]-2-ethoxy-3-(2-ethoxy-4-hydroxy-phenyl)-propionic acid ethyl ester was reacted with 2-(4-tert-butyl-phenyl)-4-chloromethyl-5-methyl-oxazole (prepared from 4-tert-butyl-benzaldehyde and diacetyl monoxyme followed by treatment with POCl3 in analogy to the procedures described in examples 5 a] and 2 b]) in N,N-dimethylformamide in the presence of potassium carbonate to yield [rac]-3-{4-[2-(4-tert-butyl-phenyl)-5-methyl-oxazol-4-ylmethoxy]-... Reactants: ClC=1C=C(CN2C(=CC3=CC(=CC=C23)O)C(=O)O)C=CC1Cl (N-(3,4-Dichlorobenzyl)-5-hydroxyindole-2-carboxylic acid), C(C)(=O)OC(C)=O (acetic anhydride). Reagents/catalysts: CN(C1=CC=NC=C1)C (4-dimethylaminopyridine). The solvent is C(C)(=O)OCC (ethyl acetate). Run at time 2 hour. The product is ClC=1C=C(CN2C(=CC3=CC(=CC=C23)OC(C)=O)C(=O)O)C=CC1Cl (N-(3,4-Dichlorobenzyl)-5-acetoxyindole-2-carboxylic acid). Reaction SMILES: [Cl:1][C:2]1[CH:3]=[C:4]([CH:19]=[CH:20][C:21]=1[Cl:22])[CH2:5][N:6]1[C:14]2[C:9](=[CH:10][C:11]([OH:15])=[CH:12][CH:13]=2)[CH:8]=[C:7]1[C:16]([OH:18])=[O:17].[C:23](OC(=O)C)(=[O:25])[CH3:24]>C(OCC)(=O)C.CN(C)C1C=CN=CC=1>[Cl:1][C:2]1[CH:3]=[C:4]([CH:19]=[CH:20][C:21]=1[Cl:22])[CH2:5][N:6]1[C:14]2[C:9](=[CH:10][C:11]([O:15][C:23](=[O:25])[CH3:24])=[CH:12][CH:13]=2)[CH:8]=[C:7]1[C:16]([OH:18])=[O:17]. Procedure: To a solution of N-(3,4-Dichlorobenzyl)-5-hydroxyindole-2-carboxylic acid (10 g) in warm ethyl acetate (250 ml) was added 4-dimethylaminopyridine (100 mg) and acetic anhydride (5.0 ml) and the resulting mixture was stirred for 2 hours. The organics were washed with 1N HCl and dried. Hexane was added to cause crystallision of the product. The solid was filtered and washed with hexane to give the desired product. (5 g, 44%). 1H NMR (DMSO-d6) δ 2.25 (s, 3H), 5.85 (s, 2H), 6.9 (dd, 1H), 7.05 (dd, 1H... The reactants are C(C)(C)(C)OC(=O)NC(=NC1=CC(=CC=C1)C1=NC=CC=C1CO[Si](C)(C)C(C)(C)C)NC(=O)OC(C)(C)C (N,N′-bis(tert-butoxycarbonyl)-N″-(3-(3-tert-butyldimethylsilyloxymethylpyridin-2-yl)phenyl)guanidine), Cl (hydrogen chloride). Run in ClCCl (dichloromethane), O1CCOCC1 (1,4-dioxane). Reaction conditions: time 24 hour. The product is Cl.Cl.OCC=1C(=NC=CC1)C=1C=C(C=CC1)NC(=N)N (3-(3-hydroxymethylpyridin-2-yl)-phenylguanidine dihydrochloride). RXN SMILES: C(OC([NH:8][C:9]([NH:32]C(OC(C)(C)C)=O)=[N:10][C:11]1[CH:16]=[CH:15][CH:14]=[C:13]([C:17]2[C:22]([CH2:23][O:24][Si](C(C)(C)C)(C)C)=[CH:21][CH:20]=[CH:19][N:18]=2)[CH:12]=1)=O)(C)(C)C.[ClH:40]>ClCCl.O1CCOCC1>[ClH:40].[ClH:40].[OH:24][CH2:23][C:22]1[C:17]([C:13]2[CH:12]=[C:11]([NH:10][C:9]([NH2:32])=[NH:8])[CH:16]=[CH:15][CH:14]=2)=[N:18][CH:19]=[CH:20][CH:21]=1 |f:4.5.6|. Reported procedure: To a solution of N,N′-bis(tert-butoxycarbonyl)-N″-(3-(3-tert-butyldimethylsilyloxymethylpyridin-2-yl)phenyl)guanidine (300 mg) in dichloromethane (3 ml) was added a solution of hydrogen chloride in 1,4-dioxane (4N, 6 ml), and the mixture was stirred at room temperature for 24 hours. The solvent was evaporated under reduced pressure. To the residue was added 5% ethanol in ethyl acetate (100 ml), and the precipitate was collected by filtration and dried under reduced pressure to give 3-(3-hydroxym... The reactants are CS(C)=O, CC(C)O, CCOC(C)=O, COc1ccc(N(C)c2nc(Cl)nc3ccccc23)cc1, Cl, C1CN2CCN1CC2, N#C[Na], O. Yields the product COc1ccc(N(C)c2nc(C#N)nc3ccccc23)cc1. As a reaction SMILES: [CH3:34][S:35]([CH3:36])=[O:37].[CH3:38][CH:39]([OH:40])[CH3:41].[CH3:43][CH2:44][O:45][C:46](=[O:47])[CH3:48].[Cl:2][c:3]1[n:4][c:5]2[cH:6][cH:7][cH:8][cH:9][c:10]2[c:11]([N:13]([CH3:14])[c:15]2[cH:16][cH:17][c:18]([O:21][CH3:22])[cH:19][cH:20]2)[n:12]1.[ClH:1].[N:26]12[CH2:27][CH2:28][N:29]([CH2:30][CH2:31]1)[CH2:32][CH2:33]2.[Na:23][C:24]#[N:25].[OH2:42]>>[c:3]1([C:24]#[N:25])[n:4][c:5]2[cH:6][cH:7][cH:8][cH:9][c:10]2[c:11]([N:13]([CH3:14])[c:15]2[cH:16][cH:17][c:18]([O:21][CH3:22])[cH:19][cH:20]2)[n:12]1.